This data is from the Open Reaction Database (ORD), a public repository of structured organic reaction records. The task is: describe an organic reaction: reactants, conditions, products, and yield Starting materials: IC1=CC=CC=C1 (iodobenzene), C([O-])([O-])=O.[Cs+].[Cs+] (cesium carbonate), FC1=C(N)C=CC=C1 (2-fluoroaniline). The reagents and catalysts are C(C)(=O)[O-].[Pd+2].C(C)(=O)[O-] (palladium(II) acetate), C1(=CC=CC=C1)P(C1=C(C2=CC=CC=C2C=C1)C1=C(C=CC2=CC=CC=C12)P(C1=CC=CC=C1)C1=CC=CC=C1)C1=CC=CC=C1 (2,2′-bis(diphenylphosphino)-1,1′-binaphthyl). The solvent is O (water), CCOCC (ether), C1(=CC=CC=C1)C (toluene). Conditions: temperature 115 celsius. The product is FC1=C(NC2=CC=CC=C2)C=CC=C1 (2-Fluoro-N-phenylaniline). The yield is 83.9%. Reaction SMILES: I[C:2]1[CH:7]=[CH:6][CH:5]=[CH:4][CH:3]=1.C(=O)([O-])[O-].[Cs+].[Cs+].[F:14][C:15]1[CH:21]=[CH:20][CH:19]=[CH:18][C:16]=1[NH2:17]>C1(C)C=CC=CC=1.O.CCOCC.C([O-])(=O)C.[Pd+2].C([O-])(=O)C.C1(P(C2C=CC=CC=2)C2C=CC3C(=CC=CC=3)C=2C2C3C(=CC=CC=3)C=CC=2P(C2C=CC=CC=2)C2C=CC=CC=2)C=CC=CC=1>[F:14][C:15]1[CH:21]=[CH:20][CH:19]=[CH:18][C:16]=1[NH:17][C:2]1[CH:7]=[CH:6][CH:5]=[CH:4][CH:3]=1 |f:1.2.3,8.9.10|. Procedure: A reaction vessel was charged with iodobenzene (1.42 g, 7 mmol), palladium(II) acetate (0.079 g, 0.35 mmol), 2,2′-bis(diphenylphosphino)-1,1′-binaphthyl (0.217 g, 0.35 mmol), cesium carbonate (6.8 g, 21 mmol), 2-fluoroaniline (0.777 g, 7 mmol) in anhydrous toluene (18 mL). Under a nitrogen atmosphere, the mixture was heated at 115° C. for 24 hours. The cooled mixture was diluted with water and ether. The organic layer was isolated, washed with saturated aqueous sodium chloride, dried (anhydrous ... The reactants are CC(=O)O, CCOC1=CCCc2cnc(-c3ccc(N4CCOCC4)c(Cl)c3)nc21, [Na+], O=C([O-])O. Product: O=C1CCCc2cnc(-c3ccc(N4CCOCC4)c(Cl)c3)nc21. As a reaction SMILES: [CH3:32][C:33](=[O:34])[OH:35].[Cl:1][c:2]1[cH:3][c:4](-[c:14]2[n:15][c:16]3[c:21]([cH:22][n:23]2)[CH2:20][CH2:19][CH:18]=[C:17]3[O:24][CH2:25][CH3:26])[cH:5][cH:6][c:7]1[N:8]1[CH2:9][CH2:10][O:11][CH2:12][CH2:13]1.[Na+:31].[O-:27][C:28]([OH:29])=[O:30]>>[Cl:1][c:2]1[cH:3][c:4](-[c:14]2[n:15][c:16]3[c:21]([cH:22][n:23]2)[CH2:20][CH2:19][CH2:18][C:17]3=[O:24])[cH:5][cH:6][c:7]1[N:8]1[CH2:9][CH2:10][O:11][CH2:12][CH2:13]1. The reactants are NCCCNCC=1NC2=C(N1)C=CC=C2 (2-[(3-aminopropyl)aminomethyl]benzimidazole), CN=C=S (methyl isothiocyanate), N1=C(NC2=C1C=CC=C2)CNCCCNC(=NC)NC#N (N-[3-(2-benzimidazolylmethylamino)propyl]-N'-cyano-N"-methylguanidine), ClCC=1NC2=C(N1)C=CC=C2 (2-chloromethylbenzimidazole), NCCCN (1,3 -diaminopropane). The product is N1=C(NC2=C1C=CC=C2)CNCCNC(=NCCN(C)C)NC#N (N-[2-(2-benzimidazolylmethylamino)ethyl]-N'-cyano-N"-(2-dimethylaminoethyl)guanidine). As a reaction SMILES: NC[CH2:3][CH2:4][NH:5][CH2:6][C:7]1[NH:8][C:9]2[CH:15]=[CH:14][CH:13]=[CH:12][C:10]=2[N:11]=1.ClC[C:18]1[NH:19][C:20]2C=CC=CC=2N=1.NCCCN.CN=C=S.N1C2C=CC=CC=2NC=1CNC[CH2:48][CH2:49][NH:50][C:51]([NH:54][C:55]#[N:56])=[N:52]C>>[N:8]1[C:9]2[CH:15]=[CH:14][CH:13]=[CH:12][C:10]=2[NH:11][C:7]=1[CH2:6][NH:5][CH2:4][CH2:3][NH:52][C:51]([NH:54][C:55]#[N:56])=[N:50][CH2:49][CH2:48][N:19]([CH3:20])[CH3:18]. Procedure details: Using the above procedure, 2-[(3-aminopropyl)aminomethyl]benzimidazole prepared by reacting 2-chloromethylbenzimidazole with 1,3 -diaminopropane) and methyl isothiocyanate, the product is N-[3-(2-benzimidazolylmethylamino)propyl]-N'-cyano-N"-methylguanidine. Procedure details: Using similar reaction conditions as described in step-ii of example-1, 5-bromo-3-(1-(4-fluorobenzyl)-1H-pyrazol-4-yl)-1-tosyl-1H-pyrrolo[2,3-b]pyridine (150 mg, 0.285 mmol) was coupled with N-(3-(4,4,5,5-tetramethyl-1,3,2-dioxaborolan-2-yl)phenyl) methane sulfonamide (intermediate 3) (127 mg, 0.427 mmol) in sodium carbonate (90.6 mg, 0.855 mmol), bis(triphenyl phosphine)palladium(ii) dichloride (39.8 mg, 0.057 mmol) and toluene/ethanol/water (20/8/2 ml) to afford 138 mg (79% yield) of the pure ... Isolated yield 78.6%. RXN SMILES: Br[C:2]1[CH:3]=[C:4]2[C:10]([C:11]3[CH:12]=[N:13][N:14]([CH2:16][C:17]4[CH:22]=[CH:21][C:20]([F:23])=[CH:19][CH:18]=4)[CH:15]=3)=[CH:9][N:8]([S:24]([C:27]3[CH:33]=[CH:32][C:30]([CH3:31])=[CH:29][CH:28]=3)(=[O:26])=[O:25])[C:5]2=[N:6][CH:7]=1.CC1(C)C(C)(C)OB([C:42]2[CH:43]=[C:44]([NH:48][S:49]([CH3:52])(=[O:51])=[O:50])[CH:45]=[CH:46][CH:47]=2)O1.C(=O)([O-])[O-].[Na+].[Na+]>Cl[Pd](Cl)([P](C1C=CC=CC=1)(C1C=CC=CC=1)C1C=CC=CC=1)[P](C1C=CC=CC=1)(C1C=CC=CC=1)C1C=CC=CC=1.C1(C)C=CC=CC=1.C(O)C.O>[F:23][C:20]1[CH:21]=[CH:22][C:17]([CH2:16][N:14]2[CH:15]=[C:11]([C:10]3[C:4]4[C:5](=[N:6][CH:7]=[C:2]([C:42]5[CH:43]=[C:44]([NH:48][S:49]([CH3:52])(=[O:50])=[O:51])[CH:45]=[CH:46][CH:47]=5)[CH:3]=4)[N:8]([S:24]([C:27]4[CH:28]=[CH:29][C:30]([CH3:31])=[CH:32][CH:33]=4)(=[O:26])=[O:25])[CH:9]=3)[CH:12]=[N:13]2)=[CH:18][CH:19]=1 |f:2.3.4,6.7.8,^1:62,81|. Reagents/catalysts: Cl[Pd]([P](C1=CC=CC=C1)(C2=CC=CC=C2)C3=CC=CC=C3)([P](C4=CC=CC=C4)(C5=CC=CC=C5)C6=CC=CC=C6)Cl (bis(triphenyl phosphine)palladium(ii) dichloride). Product: FC1=CC=C(CN2N=CC(=C2)C2=CN(C3=NC=C(C=C32)C=3C=C(C=CC3)NS(=O)(=O)C)S(=O)(=O)C3=CC=C(C)C=C3)C=C1 (N-(3-(3-(1-(4-fluorobenzyl)-1H-pyrazol-4-yl)-1-tosyl-1H-pyrrolo[2,3-b]pyridin-5-yl)phenyl) methanesulfonamide). Solvent: C1(=CC=CC=C1)C.C(C)O.O (toluene ethanol water). Reactants: C([O-])([O-])=O.[Na+].[Na+] (sodium carbonate), step-ii, CC1(OB(OC1(C)C)C=1C=C(C=CC1)NS(=O)(=O)C)C (N-(3-(4,4,5,5-tetramethyl-1,3,2-dioxaborolan-2-yl)phenyl)methanesulfonamide), BrC=1C=C2C(=NC1)N(C=C2C=2C=NN(C2)CC2=CC=C(C=C2)F)S(=O)(=O)C2=CC=C(C)C=C2 (5-bromo-3-(1-(4-fluorobenzyl)-1H-pyrazol-4-yl)-1-tosyl-1H-pyrrolo[2,3-b]pyridine), CC1(OB(OC1(C)C)C=1C=C(C=CC1)NS(=O)(=O)C)C (N-(3-(4,4,5,5-tetramethyl-1,3,2-dioxaborolan-2-yl)phenyl)methanesulfonamide). Starting materials: ClC=1C=C(C=CC1Cl)C(CC(=O)O)CC(=O)O (3-(3,4-Dichlorophenyl)glutaric acid). The solvent is C(C)(=O)Cl (acetyl chloride). Product: ClC=1C=C(C=CC1Cl)C1CC(=O)OC(C1)=O (3-(3,4-Dichlorophenyl)glutaric anhydride). Yield: 92.0%. As a reaction SMILES: [Cl:1][C:2]1[CH:3]=[C:4]([CH:9]([CH2:14][C:15]([OH:17])=[O:16])[CH2:10][C:11]([OH:13])=O)[CH:5]=[CH:6][C:7]=1[Cl:8]>C(Cl)(=O)C>[Cl:1][C:2]1[CH:3]=[C:4]([CH:9]2[CH2:10][C:11](=[O:13])[O:17][C:15](=[O:16])[CH2:14]2)[CH:5]=[CH:6][C:7]=1[Cl:8]. Procedure: 3-(3,4-Dichlorophenyl)glutaric acid (100 g) was treated with acetyl chloride (300 mL) and the resulting mixture heated at reflux for 5 hours. The cooled reaction mixture was then azeotroped with toluene and concentrated under reduced pressure. The residue was slurried with diethyl ether (250 mL) and filtered to afford the title compound (86 g). The reactants are BrB(Br)Br, ClCCl, COC(C)(C)c1nc2c(Cl)cc(F)c(-n3c(=O)cc(C(F)(F)F)n(C)c3=O)c2o1, O. The product is Cn1c(C(F)(F)F)cc(=O)n(-c2c(F)cc(Cl)c3nc(C(C)(C)O)oc23)c1=O. RXN SMILES: [B:1]([Br:2])([Br:3])[Br:4].[CH2:35]([Cl:36])[Cl:37].[CH3:5][O:6][C:7]([CH3:8])([CH3:9])[c:10]1[o:11][c:12]2[c:13]([n:14]1)[c:15]([Cl:33])[cH:16][c:17]([F:32])[c:18]2-[n:19]1[c:20](=[O:31])[n:21]([CH3:30])[c:22]([C:26]([F:27])([F:28])[F:29])[cH:23][c:24]1=[O:25].[OH2:34]>>[OH:6][C:7]([CH3:8])([CH3:9])[c:10]1[o:11][c:12]2[c:13]([n:14]1)[c:15]([Cl:33])[cH:16][c:17]([F:32])[c:18]2-[n:19]1[c:20](=[O:31])[n:21]([CH3:30])[c:22]([C:26]([F:27])([F:28])[F:29])[cH:23][c:24]1=[O:25]. RXN SMILES: [CH:1]1[C:14]2[CH2:13][C@H:12]3[NH:15][CH2:16][CH2:17][C@:6]4([C@H:11]3[CH2:10][CH2:9][CH2:8][CH2:7]4)[C:5]=2[CH:4]=[C:3]([C:18](=[O:20])[CH3:19])[CH:2]=1.C(=O)(O)[O-].[Na+].[CH3:26][C:27]([CH3:31])=[CH:28][CH2:29]Br>CN(C)C=O>[CH3:26][C:27]([CH3:31])=[CH:28][CH2:29][N:15]1[CH2:16][CH2:17][C@@:6]23[C:5]4[CH:4]=[C:3]([C:18](=[O:20])[CH3:19])[CH:2]=[CH:1][C:14]=4[CH2:13][C@@H:12]1[C@@H:11]2[CH2:10][CH2:9][CH2:8][CH2:7]3 |f:1.2|. Yield: 93.1%. Starting materials: C1=CC(=CC=2[C@@]34CCCC[C@H]3[C@@H](CC12)NCC4)C(C)=O ((-)-1-(morphinan-3-yl)ethanone), C([O-])(O)=O.[Na+] (sodium bicarbonate), CC(=CCBr)C (dimethylallyl bromide). The product is CC(=CCN1[C@H]2[C@@H]3CCCC[C@@]3(C=3C=C(C=CC3C2)C(C)=O)CC1)C ((-)-1-[17-(3-methyl-2-butenyl)morphinan-3-yl]ethanone). The solvent is CN(C=O)C (dimethylformamide). Reported procedure: To a mixture of 1.8 g of (-)-1-(morphinan-3-yl)ethanone, 0.6 g of sodium bicarbonate and 25 ml of dimethylformamide, was added 1.0 g of dimethylallyl bromide. After the mixture had been heated at 50° for 16 hours, it was cooled to room temperature and filtered. The filtrate was concentrated under reduced pressure and the residue was partitioned between 50 ml of methylene chloride and 30 ml of water. The methylene chloride solution was washed with water and dried over magnesium sulfate. Removal o...